From a dataset of the Open Reaction Database (ORD), a public repository of structured organic reaction records. describe an organic reaction: reactants, conditions, products, and yield The reactants are C(CC=C)OC1OCCCC1 (2-(3-butenyloxy)tetrahydropyran), ClC=1C=C(C(=O)OO)C=CC1 (m-chloroperoxybenzoic acid). Run in C(Cl)Cl (CH2Cl2). Run at temperature 0 celsius. The product is O1C(C1)CCOC1OCCCC1 (tetrahydro-2-(oxiranylethoxy)-2H-pyran). Isolated yield 96.2%. Reaction SMILES: [CH2:1]([O:5][CH:6]1[CH2:11][CH2:10][CH2:9][CH2:8][O:7]1)[CH2:2][CH:3]=[CH2:4].ClC1C=C(C=CC=1)C(OO)=[O:17]>C(Cl)Cl>[O:17]1[CH2:4][CH:3]1[CH2:2][CH2:1][O:5][CH:6]1[CH2:11][CH2:10][CH2:9][CH2:8][O:7]1. Reported procedure: Into a 500-mL flask containing 2-(3-butenyloxy)tetrahydropyran (49.0 g, 0.314 mol) in CH2Cl2 (500 mL) under a nitrogen atmosphere and cooled to 0° C. was added freshly crystallized m-chloroperoxybenzoic acid (95 g, 0.55 mol). The mixture was maintained at 0° C. for a period of 24 h. The precipitated benzoic acid was removed via vacuum filtration. The filtrate thus obtained was washed successively with 10% aqueous sodium hydroxide (500 mL) and saturated aqueous sodium sulfite (500 mL), respective...